Dataset: the Open Reaction Database (ORD), a public repository of structured organic reaction records. Task: describe an organic reaction: reactants, conditions, products, and yield The reactants are FC1=CC=C(C=C1)C=1OC2=C(C1C(NC)=O)C=C(C=C2)C=2C(=CC(=C(C(=O)O)C2)OC)C (5-(2-(4-Fluorophenyl)-3-(methylcarbamoyl)benzofuran-5-yl)-2-methoxy-4-methylbenzoic acid), CC1=CN=C(S1)C1(CC1)N (1-(5-methylthiazol-2-yl)cyclopropanamine), CCN=C=NCCCN(C)C.Cl (EDCI.HCl), C=1C=CC2=C(C1)N=NN2O (HOBT), TEA. Solvent: ClCCl (dichloromethane), O (water). Reaction conditions: time 18 hour. The product is FC1=CC=C(C=C1)C=1OC2=C(C1C(=O)NC)C=C(C=C2)C2=C(C=C(C(=C2)C(NC2(CC2)C=2SC(=CN2)C)=O)OC)C (2-(4-Fluorophenyl)-5-(4-methoxy-2-methyl-5-(1-(5-methylthiazol-2-yl)cyclopropylcarbamoyl)phenyl)-N-methylbenzofuran-3-carboxamide). RXN SMILES: [F:1][C:2]1[CH:7]=[CH:6][C:5]([C:8]2[O:9][C:10]3[CH:20]=[CH:19][C:18]([C:21]4[C:22]([CH3:32])=[CH:23][C:24]([O:30][CH3:31])=[C:25]([CH:29]=4)[C:26](O)=[O:27])=[CH:17][C:11]=3[C:12]=2[C:13](=[O:16])[NH:14][CH3:15])=[CH:4][CH:3]=1.[CH3:33][C:34]1[S:38][C:37]([C:39]2([NH2:42])[CH2:41][CH2:40]2)=[N:36][CH:35]=1.CCN=C=NCCCN(C)C.Cl.C1C=CC2N(O)N=NC=2C=1>ClCCl.O>[F:1][C:2]1[CH:3]=[CH:4][C:5]([C:8]2[O:9][C:10]3[CH:20]=[CH:19][C:18]([C:21]4[CH:29]=[C:25]([C:26](=[O:27])[NH:42][C:39]5([C:37]6[S:38][C:34]([CH3:33])=[CH:35][N:36]=6)[CH2:41][CH2:40]5)[C:24]([O:30][CH3:31])=[CH:23][C:22]=4[CH3:32])=[CH:17][C:11]=3[C:12]=2[C:13]([NH:14][CH3:15])=[O:16])=[CH:6][CH:7]=1 |f:2.3|. Procedure details: 5-(2-(4-Fluorophenyl)-3-(methylcarbamoyl)benzofuran-5-yl)-2-methoxy-4-methylbenzoic acid (0.2 g, 1 eq), 1-(5-methylthiazol-2-yl)cyclopropanamine (0.07 g, 1 eq), EDCI.HCl (0.13 g, 1.5 eq), HOBT (0.094 g, 1.5 eq) and TEA (0.19 ml, 3 eq) were dissolved in dichloromethane and the above solution was stirred at room temperature for 18 h. Then water was added to the mixture and the organic layer was separated. The organic layer was washed with water and the product was purified by Prep. HPLC. Yield: 65... Starting materials: O=C[O-], [NH4+], CCOC(=O)C=Cc1ccc(CC(=O)c2cccnc2)cc1, O. Product: CCOC(=O)C=Cc1ccc(CC(NC=O)c2cccnc2)cc1. As a reaction SMILES: [CH:23](=[O:24])[O-:25].[NH4+:26].[O:1]=[C:2]([CH2:3][c:4]1[cH:5][cH:6][c:7]([CH:8]=[CH:9][C:10](=[O:11])[O:12][CH2:13][CH3:14])[cH:15][cH:16]1)[c:17]1[cH:18][n:19][cH:20][cH:21][cH:22]1.[OH2:27]>>[CH:2]([CH2:3][c:4]1[cH:5][cH:6][c:7]([CH:8]=[CH:9][C:10](=[O:11])[O:12][CH2:13][CH3:14])[cH:15][cH:16]1)([c:17]1[cH:18][n:19][cH:20][cH:21][cH:22]1)[NH:26][CH:23]=[O:25].